Dataset: the Open Reaction Database (ORD), a public repository of structured organic reaction records. Task: describe an organic reaction: reactants, conditions, products, and yield The reactants are COC(C(=O)OC)=O (dimethyloxalate), C1COCCOCCOCCOCCOCCO1 (18-crown-6). Run in C(C)OCC (diethylether). Product: C1COCCOCCOCCOCCOCCO1.COC(C(=O)OC)=O (18-crown-6 dimethyloxalate). Reaction SMILES: [CH3:1][O:2][C:3](=[O:8])[C:4]([O:6][CH3:7])=[O:5].[CH2:9]1[O:26][CH2:25][CH2:24][O:23][CH2:22][CH2:21][O:20][CH2:19][CH2:18][O:17][CH2:16][CH2:15][O:14][CH2:13][CH2:12][O:11][CH2:10]1>C(OCC)C>[CH2:12]1[O:11][CH2:10][CH2:9][O:26][CH2:25][CH2:24][O:23][CH2:22][CH2:21][O:20][CH2:19][CH2:18][O:17][CH2:16][CH2:15][O:14][CH2:13]1.[CH3:1][O:2][C:3](=[O:8])[C:4]([O:6][CH3:7])=[O:5] |f:3.4|. Procedure details: 2 Equivalents of dimethyloxalate were added to a solution of 53 mg 18-crown-6 in 1 ml of diethylether at 25° C. A solid complex was formed immediately. The precipitated crystals were filtered off at atmospheric pressure and washed with 1 ml of a 0.425 M solution of dimethyloxalate in diethylether. The crystals contained 80% of the starting amount of 18-crown-6. A melting point range of 62°-82° C. was observed.